Dataset: the Open Reaction Database (ORD), a public repository of structured organic reaction records. Task: describe an organic reaction: reactants, conditions, products, and yield Reactants: OCCC1CCC2=C(CC1)C(C(=C(C2=O)OC)OC)=O (7-(2-hydroxyethyl)-2,3-dimethoxy-4,5,6,7,8,9-hexahydro-1H-benzo[a]cycloheptene-1,4-dione), FC1=CC=C(C=C1)O (p-fluorophenol), C1(=CC=CC=C1)P(C1=CC=CC=C1)C1=CC=CC=C1 (triphenylphosphine), N(=NC(=O)OCC)C(=O)OCC (diethyl azodicarboxylate). Run in C1CCOC1 (THF), C1CCOC1 (THF). Reaction conditions: time 2 hour. The product is COC1=C(C(C2=C(CCC(CC2)CCOC2=CC=C(C=C2)F)C1=O)=O)OC (2,3-Dimethoxy-7-[2-(4-fluorophenoxy)ethyl]-4,5,6,7,8,9-hexahydro-1H-benzo[a]cycloheptene-1,4-dione). Isolated yield 72.7%. Reaction SMILES: [OH:1][CH2:2][CH2:3][CH:4]1[CH2:10][CH2:9][C:8]2[C:11](=[O:20])[C:12]([O:18][CH3:19])=[C:13]([O:16][CH3:17])[C:14](=[O:15])[C:7]=2[CH2:6][CH2:5]1.[F:21][C:22]1[CH:27]=[CH:26][C:25](O)=[CH:24][CH:23]=1.C1(P(C2C=CC=CC=2)C2C=CC=CC=2)C=CC=CC=1.N(C(OCC)=O)=NC(OCC)=O>C1COCC1>[CH3:17][O:16][C:13]1[C:14](=[O:15])[C:7]2[CH2:6][CH2:5][CH:4]([CH2:3][CH2:2][O:1][C:25]3[CH:26]=[CH:27][C:22]([F:21])=[CH:23][CH:24]=3)[CH2:10][CH2:9][C:8]=2[C:11](=[O:20])[C:12]=1[O:18][CH3:19]. Procedure details: To a solution of 7-(2-hydroxyethyl)-2,3-dimethoxy-4,5,6,7,8,9-hexahydro-1H-benzo[a]cycloheptene-1,4-dione (102 mg), p-fluorophenol (129 mg) and triphenylphosphine (132 mg) in THF (2 ml) was added a solution of diethyl azodicarboxylate (81 mg) in THF (1 ml) at room temperature. The reaction mixture was stirred at room temperature for 2 hr and then concentrated in vacuo. The residue was purified by alumina column chromatography (ethyl acetate:hexane=1:10) and then with recrystallization from dliso... Starting materials: CCOCC (ether), C(F)(F)(C(F)(F)C(F)(F)C(F)(F)C(F)(F)C(F)(F)C(F)(F)C(F)(F)F)I (C8F17I), IC1=CC=C(C=C1)C(F)(F)F (4-iodobenzotrifluoride), CS(=O)C (DMSO). Reagents/catalysts: [Cu] (copper), N1=C(C=CC=C1)C1=NC=CC=C1 (2,2′-bipyridine). The solvent is O (water). Reaction conditions: time 72 hour. Yields the product FC(C(C(C(C(C(C(C(F)(F)F)(F)F)(F)F)(F)F)(F)F)(F)F)(F)F)(C1=CC=C(C=C1)C(F)(F)F)F (4-(perfluorooctyl)-α,α,α-trifluorotoluene). The yield is 90.2%. RXN SMILES: [C:1](I)([C:4]([C:7]([C:10]([C:13]([C:16]([C:19]([C:22]([F:25])([F:24])[F:23])([F:21])[F:20])([F:18])[F:17])([F:15])[F:14])([F:12])[F:11])([F:9])[F:8])([F:6])[F:5])([F:3])[F:2].I[C:28]1[CH:33]=[CH:32][C:31]([C:34]([F:37])([F:36])[F:35])=[CH:30][CH:29]=1.CS(C)=O.CCOCC>[Cu].N1C=CC=CC=1C1C=CC=CN=1.O>[F:2][C:1]([F:3])([C:28]1[CH:33]=[CH:32][C:31]([C:34]([F:37])([F:36])[F:35])=[CH:30][CH:29]=1)[C:4]([F:6])([F:5])[C:7]([F:9])([F:8])[C:10]([F:12])([F:11])[C:13]([F:15])([F:14])[C:16]([F:18])([F:17])[C:19]([F:21])([F:20])[C:22]([F:25])([F:24])[F:23]. Procedure details: A solution of C8F17I (12 g, 22 mmol) was added dropwise over 10 min to a stirred mixture of 4-iodobenzotrifluoride (3 g, 11 mmol), copper powder (5.6 g, 0.088 mmol), 2,2′-bipyridine (120 mg, 0.8 mmol), DMSO (30 mL) at 70° C. The reaction mixture was subsequently stirred for a further 72 h at this temperature. After cooling to room temperature, it was poured into a beaker containing ether (100 mL) and water (100 mL). After filtering, the organic layer was separated, washed with water (3×50 mL) an... The reactants are C1=CC2=C(C=C1C=O)OCO2 (piperonal), [OH-].[NH4+] (ammonium hydroxide), C1=CC2=C(C=C1C=O)OCO2 (piperonal), OO (hydrogen peroxide), cupric chloride, S(=O)([O-])[O-].[Na+].[Na+] (sodium sulfite), [OH-].[NH4+] (ammonium hydroxide), [OH-].[NH4+] (ammonium hydroxide). Reagents/catalysts: CCCCCCCCCCCCCCCC (hexadecane). The solvent is C(C)(C)O (isopropanol), O (water), C(Cl)(Cl)Cl (chloroform), C(C)(C)O (isopropanol). Yields the product C(C1=CC=2OCOC2C=C1)#N (piperonylonitrile). Isolated yield 30.7%. Reaction SMILES: [OH-].[NH4+:2].[CH:3]1[C:8]([CH:9]=O)=[CH:7][C:6]2[O:11][CH2:12][O:13][C:5]=2[CH:4]=1.OO.S([O-])([O-])=O.[Na+].[Na+]>C(O)(C)C.O.C(Cl)(Cl)Cl.CCCCCCCCCCCCCCCC>[C:9](#[N:2])[C:8]1[CH:3]=[CH:4][C:5]2[O:13][CH2:12][O:11][C:6]=2[CH:7]=1 |f:0.1,4.5.6|. Procedure details: To a stirred mixture of 200 ml of isopropanol and 1.36 g of cupric chloride at 17-23° C. was added dropwise 58 g (0.487 mole) of 29.4% aqueous ammonium hydroxide over a period of 190 min. Parallel to the addition of ammonium hydroxide, a solution of 601 g of 99% piperonal (0.396 mole) and 1.0 g of hexadecane (internal standard) in 100 ml of isopropanol was added over a period of 147 min. Parallel to the additions of ammonium hydroxide and piperonal, 150 g (2.2 moles) of 50% aqueous hydrogen pero... Solvent: O1CCCC1 (tetrahydrofuran), O1CCCC1 (tetrahydrofuran). Reactants: CC(C)([O-])C.[K+] (potassium t-butoxide), [Br-].C(C)OC(CCCCCC[P+](C1=CC=CC=C1)(C1=CC=CC=C1)C1=CC=CC=C1)=O ((7-ethoxy-7-oxoheptyl) triphenylphosphonium bromide), N1(C=NC=C1)CC(CCCC1=CC=C(C=C1)OC)=O (1-(1H-imidazol-1-yl)-5-(4-methoxyphenyl)-2-pentanone). Procedure: A stirred suspension containing (7-ethoxy-7-oxoheptyl) triphenylphosphonium bromide (12 g, 0.024 mol) in dry tetrahydrofuran (40 ml) at room temperature under a nitrogen atmosphere was treated with potassium t-butoxide (2.70 g, 0.024 mol). The resulting orange mixture was stirred for 1 hour, treated with a solution of 1-(1H-imidazol-1-yl)-5-(4-methoxyphenyl)-2-pentanone (5.0 g, 0.019 mol) in dry tetrahydrofuran (20 ml) and then stirred for an additional 14 hours. The solvent was evaporated off u... The product is N1(C=NC=C1)CC(=CCCCCCC(=O)OCC)CCCC1=CC=C(C=C1)OC (Ethyl 8-[(1H-imidazol-1-yl)methyl]-11-(4-methoxyphenyl)-7-undecenoate). As a reaction SMILES: [Br-].[CH2:2]([O:4][C:5](=[O:31])[CH2:6][CH2:7][CH2:8][CH2:9][CH2:10][CH2:11][P+](C1C=CC=CC=1)(C1C=CC=CC=1)C1C=CC=CC=1)[CH3:3].CC(C)([O-])C.[K+].[N:38]1([CH2:43][C:44](=O)[CH2:45][CH2:46][CH2:47][C:48]2[CH:53]=[CH:52][C:51]([O:54][CH3:55])=[CH:50][CH:49]=2)[CH:42]=[CH:41][N:40]=[CH:39]1>O1CCCC1>[N:38]1([CH2:43][C:44]([CH2:45][CH2:46][CH2:47][C:48]2[CH:53]=[CH:52][C:51]([O:54][CH3:55])=[CH:50][CH:49]=2)=[CH:11][CH2:10][CH2:9][CH2:8][CH2:7][CH2:6][C:5]([O:4][CH2:2][CH3:3])=[O:31])[CH:42]=[CH:41][N:40]=[CH:39]1 |f:0.1,2.3|. Reaction conditions: time 1 hour.